Dataset: the Open Reaction Database (ORD), a public repository of structured organic reaction records. Task: describe an organic reaction: reactants, conditions, products, and yield Starting materials: ClC1=CC2=C(N(C(=N2)CCl)CCCS(=O)(=O)C)C=C1 (5-chloro-2-(chloromethyl)-1-(3-(methylsulfonyl)propyl)-1H-benzo[d]imidazole), CS(=O)(=O)C1=NNC2=CN=CC=C21 (3-(methylsulfonyl)-1H-pyrazolo[3,4-c]pyridine), C(C)(C)S(=O)(=O)C1=NNC2=CC=CC=C12 (3-(isopropylsulfonyl)-1H-indazole). Product: ClC1=CC2=C(N(C(=N2)CN2N=C(C=3C2=CN=CC3)S(=O)(=O)C)CCCS(=O)(=O)C)C=C1 (1-({5-Chloro-1-[3-(methylsulfonyl)propyl]-1H-benzimidazol-2-yl}methyl)-3-(methylsulfonyl)-1H-pyrazolo[3,4-c]pyridine). RXN SMILES: [Cl:1][C:2]1[CH:19]=[CH:18][C:5]2[N:6]([CH2:11][CH2:12][CH2:13][S:14]([CH3:17])(=[O:16])=[O:15])[C:7]([CH2:9]Cl)=[N:8][C:4]=2[CH:3]=1.[CH3:20][S:21]([C:24]1[C:32]2[C:27](=[CH:28][N:29]=[CH:30][CH:31]=2)[NH:26][N:25]=1)(=[O:23])=[O:22].C(S(C1C2C(=CC=CC=2)NN=1)(=O)=O)(C)C>>[Cl:1][C:2]1[CH:19]=[CH:18][C:5]2[N:6]([CH2:11][CH2:12][CH2:13][S:14]([CH3:17])(=[O:16])=[O:15])[C:7]([CH2:9][N:26]3[C:27]4=[CH:28][N:29]=[CH:30][CH:31]=[C:32]4[C:24]([S:21]([CH3:20])(=[O:22])=[O:23])=[N:25]3)=[N:8][C:4]=2[CH:3]=1. Procedure: The title compound was prepared in analogy to Example 1-9 by using 5-chloro-2-(chloromethyl)-1-(3-(methylsulfonyl)propyl)-1H-benzo[d]imidazole and 3-(methylsulfonyl)-1H-pyrazolo[3,4-c]pyridine instead of 5-chloro-2-(chloromethyl)-1-(3-(methylsulfonyl)propyl)-1H-benzo[d]imidazole and 3-(isopropylsulfonyl)-1H-indazole. Starting materials: O (water), CC1=C(OC=C1)C(=O)NC=1C=C(OC2=CC(=NC=C2)C2=CC(=CN2)C(=O)O)C=CC1 (5-(4-{3-[(3-methyl-2-furoyl)amino]phenoxy}pyridin-2-yl)-1H-pyrrole-3-carboxylic acid), C(CO)O (ethylene glycol), 1-ethyl-3-(3-dimethyllaminopropyl)carbodiimide hydrochloride, C(=O)(O)[O-].[Na+] (NaHCO3). Reagents/catalysts: CN(C1=CC=NC=C1)C (4-dimethylaminopyridine). The solvent is CN(C)C=O (DMF). Reaction conditions: temperature 70 celsius, time 3 hour. Product: CC1=C(OC=C1)C(=O)NC=1C=C(OC2=CC(=NC=C2)C2=CC(=CN2)C(=O)OCCO)C=CC1 (2-hydroxyethyl 5-(4-{3-[(3-methyl-2-furoyl)amino]phenoxy}pyridin-2-yl)-1H-pyrrole-3-carboxylate). As a reaction SMILES: [CH3:1][C:2]1[CH:6]=[CH:5][O:4][C:3]=1[C:7]([NH:9][C:10]1[CH:11]=[C:12]([CH:28]=[CH:29][CH:30]=1)[O:13][C:14]1[CH:19]=[CH:18][N:17]=[C:16]([C:20]2[NH:24][CH:23]=[C:22]([C:25]([OH:27])=[O:26])[CH:21]=2)[CH:15]=1)=[O:8].[CH2:31](O)[CH2:32][OH:33].O.C([O-])(O)=O.[Na+]>CN(C)C1C=CN=CC=1.CN(C=O)C>[CH3:1][C:2]1[CH:6]=[CH:5][O:4][C:3]=1[C:7]([NH:9][C:10]1[CH:11]=[C:12]([CH:28]=[CH:29][CH:30]=1)[O:13][C:14]1[CH:19]=[CH:18][N:17]=[C:16]([C:20]2[NH:24][CH:23]=[C:22]([C:25]([O:27][CH2:31][CH2:32][OH:33])=[O:26])[CH:21]=2)[CH:15]=1)=[O:8] |f:3.4|. Procedure details: A mixture of 5-(4-{3-[(3-methyl-2-furoyl)amino]phenoxy}pyridin-2-yl)-1H-pyrrole-3-carboxylic acid (70 mg, 0.17 mmol), ethylene glycol (1 ml), 1-ethyl-3-(3-dimethyllaminopropyl)carbodiimide hydrochloride (EDC.HCl, 40 mg, 0.21 mmol) and 4-dimethylaminopyridine (DMAP, 10 mg, 0.08 mmol) in anhydrous DMF (10 ml) was stirred at 70° C. for 3 hours then room temperature for 16 hours. The mixture was poured into 100 ml of water. Saturated NaHCO3 solution was added until pH=9. The precipitates were filter...